This data is from the Open Reaction Database (ORD), a public repository of structured organic reaction records. The task is: describe an organic reaction: reactants, conditions, products, and yield Starting materials: C1CCOC1, OCC1CC1c1ccccc1Cl, CC(C)OC(=O)N=NC(=O)OC(C)C, S=c1nn[nH]n1-c1cccc2ccccc12, c1ccc(P(c2ccccc2)c2ccccc2)cc1. Product: Clc1ccccc1C1CC1CSc1nnnn1-c1cccc2ccccc12. RXN SMILES: [CH2:62]1[O:63][CH2:64][CH2:65][CH2:66]1.[Cl:31][c:32]1[c:33]([CH:38]2[CH:39]([CH2:41][OH:42])[CH2:40]2)[cH:34][cH:35][cH:36][cH:37]1.[O:1]=[C:2]([O:3][CH:4]([CH3:5])[CH3:6])[N:7]=[N:8][C:9]([O:10][CH:11]([CH3:12])[CH3:13])=[O:14].[c:15]1(-[n:25]2[nH:26][n:27][n:28][c:29]2=[S:30])[cH:16][cH:17][cH:18][c:19]2[cH:20][cH:21][cH:22][cH:23][c:24]12.[c:43]1([P:44]([c:45]2[cH:46][cH:47][cH:48][cH:49][cH:50]2)[c:51]2[cH:52][cH:53][cH:54][cH:55][cH:56]2)[cH:57][cH:58][cH:59][cH:60][cH:61]1>>[c:15]1(-[n:25]2[n:26][n:27][n:28][c:29]2[S:30][CH2:41][CH:39]2[CH:38]([c:33]3[c:32]([Cl:31])[cH:37][cH:36][cH:35][cH:34]3)[CH2:40]2)[cH:16][cH:17][cH:18][c:19]2[cH:20][cH:21][cH:22][cH:23][c:24]12.